describe an organic reaction: reactants, conditions, products, and yield From a dataset of the Open Reaction Database (ORD), a public repository of structured organic reaction records. Starting materials: BrC1=CC=C(C=C1)N1N=C2C=C(C(=CC2=C1C(=O)NC)C1CC1)[N+](=O)[O-] (2-(4-bromophenyl)-5-cyclopropyl-N-methyl-6-nitro-2H-indazole-3-carboxamide), CO (MeOH), [Cl-].[NH4+] (ammonium chloride). The reagents and catalysts are [Fe] (iron). The solvent is C(Cl)Cl (DCM), O (water), C(C)O (ethanol), O (water). Run at temperature 80 celsius, time 90 minute. Yields the product NC=1C(=CC2=C(N(N=C2C1)C1=CC=C(C=C1)Br)C(=O)NC)C1CC1 (6-amino-2-(4-bromophenyl)-5-cyclopropyl-N-methyl-2H-indazole-3-carboxamide). Yield: 69.2%. As a reaction SMILES: [Br:1][C:2]1[CH:7]=[CH:6][C:5]([N:8]2[C:16]([C:17]([NH:19][CH3:20])=[O:18])=[C:15]3[C:10]([CH:11]=[C:12]([N+:24]([O-])=O)[C:13]([CH:21]4[CH2:23][CH2:22]4)=[CH:14]3)=[N:9]2)=[CH:4][CH:3]=1.[Cl-].[NH4+].CO>C(O)C.O.C(Cl)Cl.[Fe]>[NH2:24][C:12]1[C:13]([CH:21]2[CH2:23][CH2:22]2)=[CH:14][C:15]2[C:10]([CH:11]=1)=[N:9][N:8]([C:5]1[CH:4]=[CH:3][C:2]([Br:1])=[CH:7][CH:6]=1)[C:16]=2[C:17]([NH:19][CH3:20])=[O:18] |f:1.2|. Procedure details: To a suspension of compound (viii) (500 mg, 1.20 mmol) in a mixture of ethanol (30 mL) and water (6 mL) was added ammonium chloride (450 mg, 8.43 mmol) followed by iron powder (470 mg, 8.43 mmol). The mixture was heated to 80° C. and stirred vigorously for 90 min. After cooling to RT, 5% MeOH in DCM solution (50 mL) was added to the reaction mixture. The resulting suspension was filtered through celite and washed with MeOH. The filtrate was concentrated in vacuo to give a yellow solid which was ... Reactants: COCOCCCCCCCCCCCCCCCCN1C(=O)c2ccccc2C1=O, CCO, NN, O. Product: COCOCCCCCCCCCCCCCCCCN. Reaction SMILES: [CH3:1][O:2][CH2:3][O:4][CH2:5][CH2:6][CH2:7][CH2:8][CH2:9][CH2:10][CH2:11][CH2:12][CH2:13][CH2:14][CH2:15][CH2:16][CH2:17][CH2:18][CH2:19][CH2:20][N:21]1[C:22](=[O:23])[c:24]2[cH:25][cH:26][cH:27][cH:28][c:29]2[C:30]1=[O:31].[CH3:35][CH2:36][OH:37].[NH2:33][NH2:34].[OH2:32]>>[CH3:1][O:2][CH2:3][O:4][CH2:5][CH2:6][CH2:7][CH2:8][CH2:9][CH2:10][CH2:11][CH2:12][CH2:13][CH2:14][CH2:15][CH2:16][CH2:17][CH2:18][CH2:19][CH2:20][NH2:21]. Reactants: O=C([O-])[O-], CN(C)C=O, CNc1cc(F)ccc1[N+](=O)[O-], [K+], [K+], CC(C)(C)OC(=O)Nc1cccc(O)c1. Yields the product CNc1cc(Oc2cccc(NC(=O)OC(C)(C)C)c2)ccc1[N+](=O)[O-]. As a reaction SMILES: [C:28](=[O:29])([O-:30])[O-:31].[CH3:34][N:35]([CH3:36])[CH:37]=[O:38].[F:16][c:17]1[cH:18][cH:19][c:20]([N+:25](=[O:26])[O-:27])[c:21]([NH:22][CH3:23])[cH:24]1.[K+:32].[K+:33].[OH:1][c:2]1[cH:3][c:4]([NH:8][C:9]([O:10][C:11]([CH3:12])([CH3:13])[CH3:14])=[O:15])[cH:5][cH:6][cH:7]1>>[O:1]([c:2]1[cH:3][c:4]([NH:8][C:9]([O:10][C:11]([CH3:12])([CH3:13])[CH3:14])=[O:15])[cH:5][cH:6][cH:7]1)[c:17]1[cH:18][cH:19][c:20]([N+:25](=[O:26])[O-:27])[c:21]([NH:22][CH3:23])[cH:24]1. The reactants are ClC1=NC=NC2=CC(=C(C=C12)OC)O (4-chloro-6-methoxyquinazolin-7-ol), BrCCCl (bromo 2 chloroethane), C([O-])([O-])=O.[K+].[K+] (potassium carbonate). Run in CN(C=O)C (dimethylformamide). Yields the product ClC1=NC=NC2=CC(=C(C=C12)OC)OCCCl (4-chloro-7-(2-chloroethoxy)-6-methoxyquinazoline). The yield is 56.2%. As a reaction SMILES: [Cl:1][C:2]1[C:11]2[C:6](=[CH:7][C:8]([OH:14])=[C:9]([O:12][CH3:13])[CH:10]=2)[N:5]=[CH:4][N:3]=1.Br[CH2:16][CH2:17][Cl:18].C(=O)([O-])[O-].[K+].[K+]>CN(C)C=O>[Cl:1][C:2]1[C:11]2[C:6](=[CH:7][C:8]([O:14][CH2:16][CH2:17][Cl:18])=[C:9]([O:12][CH3:13])[CH:10]=2)[N:5]=[CH:4][N:3]=1 |f:2.3.4|. Procedure details: A suspension of 4-chloro-6-methoxyquinazolin-7-ol (1.2 g, 5.8 mmol), 1 bromo 2 chloroethane (5.69 ml, 6.8 mmol), potassium carbonate (2.36 g, 17.4 mmol) and dimethylformamide (15 ml) were heated to 90 C for 1.5 hours. The excess potassium carbonate was filtered off and the reaction evaporated under reduced pressure. The residue was purified by flash chromatography on silica eluting with a mixture of 60-100% dichlormethane in hexane and 30-50% ethyl acetate in hexane to give 4-chloro-7-(2-chloroe... Starting materials: ClC=1C=CC2=C(CCCCN2C(C2=CN=C(C=C2)NC(C2=C(C=CC=C2)OCCOS(=O)(=O)C)=O)=O)C1 (7-chloro-1-{6-[2-(2-methanesulfonyloxyethoxy)-benzoylamino]nicotinoyl}-2,3,4,5-tetrahydro-1H-benzazepine), C1(C=2C(C(N1)=O)=CC=CC2)=O.[K] (potassium phthalimide), ice water. The solvent is CN(C=O)C (dimethylformamide). Run at temperature 110 celsius, time 1 hour. The product is 7-chloro-1-[6-(6,7-benzo-1-oxo-4-azepin-5-on-4-yl)nicotinoyl]-2,3,4,5-tetrahydro-1H-benzazepine, ClC=1C=CC2=C(CCCCN2C(C2=CN=C(C=C2)NC(C2=C(C=CC=C2)OCCN2C(C=3C(C2=O)=CC=CC3)=O)=O)=O)C1 (7-chloro-1-{6-[2-(2-phthalimido-ethoxy)benzoylamino]nicotinoyl}-2,3,4,5-tetrahydro-1H-benzazepine). Isolated yield 30.5%. RXN SMILES: [Cl:1][C:2]1[CH:3]=[CH:4][C:5]2[N:11]([C:12](=[O:36])[C:13]3[CH:18]=[CH:17][C:16]([NH:19][C:20](=[O:35])[C:21]4[CH:26]=[CH:25][CH:24]=[CH:23][C:22]=4[O:27][CH2:28][CH2:29]OS(C)(=O)=O)=[N:15][CH:14]=3)[CH2:10][CH2:9][CH2:8][CH2:7][C:6]=2[CH:37]=1.[C:38]1(=[O:48])[NH:42][C:41](=[O:43])[C:40]2=[CH:44][CH:45]=[CH:46][CH:47]=[C:39]12.[K]>CN(C)C=O>[Cl:1][C:2]1[CH:3]=[CH:4][C:5]2[N:11]([C:12](=[O:36])[C:13]3[CH:18]=[CH:17][C:16]([NH:19][C:20](=[O:35])[C:21]4[CH:26]=[CH:25][CH:24]=[CH:23][C:22]=4[O:27][CH2:28][CH2:29][N:42]4[C:41](=[O:43])[C:40]5=[CH:44][CH:45]=[CH:46][CH:47]=[C:39]5[C:38]4=[O:48])=[N:15][CH:14]=3)[CH2:10][CH2:9][CH2:8][CH2:7][C:6]=2[CH:37]=1 |f:1.2,^1:48|. Procedure: To a solution of 7-chloro-1-{6-[2-(2-methanesulfonyloxyethoxy)-benzoylamino]nicotinoyl}-2,3,4,5-tetrahydro-1H-benzazepine (0.75 g) in dimethylformamide (10 ml) is added potassium phthalimide (0.26 g), and the mixture is stirred at 110° C. for one hour. The mixture is poured into ice-water, and extracted with dichloromethane. The extract is washed with water, dried over magnesium sulfate, and evaporated under reduced pressure. The residue is purified by silica gel column chromatography to give 7-... Yield: 56.3%. Solvent: C(Cl)(Cl)Cl (chloroform). Reagents/catalysts: [C].[Pd] (palladium-carbon). Reaction SMILES: C1(OC2C=CC=CC=2)C=CC=CC=1.[CH3:14][N:15]([CH3:36])[CH2:16][CH2:17][N:18]1[C:34](=[O:35])[C:33]2[C:32]3[C:31]4[CH2:30][CH2:29][CH2:28][CH2:27][C:26]=4[NH:25][C:24]=3[CH:23]=[CH:22][C:21]=2[C:19]1=[O:20]>[C].[Pd].C(Cl)(Cl)Cl>[CH3:14][N:15]([CH3:36])[CH2:16][CH2:17][N:18]1[C:34](=[O:35])[C:33]2[C:32]3[C:31]4[C:26](=[CH:27][CH:28]=[CH:29][CH:30]=4)[NH:25][C:24]=3[CH:23]=[CH:22][C:21]=2[C:19]1=[O:20] |f:2.3|. Reactants: C1(=CC=CC=C1)OC1=CC=CC=C1 (diphenyl ether), CN(CCN1C(=O)C=2C=CC=3NC=4CCCCC4C3C2C1=O)C (N-(2-dimethylaminoethyl)-5,6,7,8-tetrahydrocarbazole-3,4dicarboximide). Procedure details: 3.6 g of diphenyl ether and 70 mg of 10% palladium-carbon were added to 180 mg of N-(2-dimethylaminoethyl)-5,6,7,8-tetrahydrocarbazole-3,4dicarboximide. The mixture was refluxed in a nitrogen stream for 15 minutes, and then cooled to room temperature. Thereto was added 40 ml of chloroform. The resulting insoluble material was removed by filtration. The filtrate was mixed with 25 ml of water. The mixture was adjusted to pH 1.0 with 6N hydrochloric acid. The aqueous layer was separated, washed wit... The product is CN(CCN1C(=O)C=2C=CC=3NC4=CC=CC=C4C3C2C1=O)C (N-(2-dimethylaminoethyl)-carbazole-3,4-dicarboximide).